From a dataset of the Open Reaction Database (ORD), a public repository of structured organic reaction records. describe an organic reaction: reactants, conditions, products, and yield The reactants are CI (methyl iodide), CC1C(C2=C(SC=C2)C1)=O (5,6-dihydro-5-methyl-4H-cyclopenta[b]thiophen-4-one), C(C)(C)(C)[O-].[K+] (potassium tert.-butanolate). The solvent is C(C)(C)(C)O (tert.-butanol), C(C)(C)(C)O (tert.-butanol). Reaction conditions: time 1.5 hour. Product: CC1(C(C2=C(SC=C2)C1)=O)C (5,6-dihydro-5,5-dimethyl-4H-cyclopenta[b]thiophen-4-one). Isolated yield 83.2%. As a reaction SMILES: [CH3:1][CH:2]1[CH2:9][C:5]2[S:6][CH:7]=[CH:8][C:4]=2[C:3]1=[O:10].[C:11]([O-])(C)(C)C.[K+].CI>C(O)(C)(C)C>[CH3:1][C:2]1([CH3:11])[CH2:9][C:5]2[S:6][CH:7]=[CH:8][C:4]=2[C:3]1=[O:10] |f:1.2|. Procedure: A solution of 28.6 g of 5,6-dihydro-5-methyl-4H-cyclopenta[b]thiophen-4-one in 210 ml of tert.-butanol is added dropwise at from +25° to +30° C. to a solution of 23.1 g of potassium tert.-butanolate in 250 ml of tert.-butanol. The dark reddish-brown solution is stirred for 1.5 hours, and then 12.9 ml of methyl iodide are added. After stirring for 1 hour, the reddish-brown suspension is filtered and the filtrate is concentrated by evaporation. After distillation of the residue there are obtained ... The reactants are [Li]CCCC, C[Si](C)(C)Cl, CC(=O)O, CCCCCC, C#CCOC1CCCCO1, O. Product: C[Si](C)(C)C#CCOC1CCCCO1. RXN SMILES: [CH2:11]([Li:12])[CH2:13][CH2:14][CH3:15].[CH3:16][Si:17]([Cl:18])([CH3:19])[CH3:20].[CH3:21][C:22](=[O:23])[OH:24].[CH3:25][CH2:26][CH2:27][CH2:28][CH2:29][CH3:30].[O:1]1[CH:2]([O:7][CH2:8][C:9]#[CH:10])[CH2:3][CH2:4][CH2:5][CH2:6]1.[OH2:31]>>[O:1]1[CH:2]([O:7][CH2:8][C:9]#[C:10][Si:17]([CH3:16])([CH3:19])[CH3:20])[CH2:3][CH2:4][CH2:5][CH2:6]1.